Task: describe an organic reaction: reactants, conditions, products, and yield. Dataset: the Open Reaction Database (ORD), a public repository of structured organic reaction records Reactants: N#CCCCCBr, CC(C)O, [Na], Oc1ccc(C=Cc2ccncc2)cc1. Yields the product N#CCCCCOc1ccc(C=Cc2ccncc2)cc1. Reaction SMILES: [Br:17][CH2:18][CH2:19][CH2:20][CH2:21][C:22]#[N:23].[CH3:24][CH:25]([OH:26])[CH3:27].[Na:1].[n:2]1[cH:3][cH:4][c:5]([CH:8]=[CH:9][c:10]2[cH:11][cH:12][c:13]([OH:16])[cH:14][cH:15]2)[cH:6][cH:7]1>>[n:2]1[cH:3][cH:4][c:5]([CH:8]=[CH:9][c:10]2[cH:11][cH:12][c:13]([O:16][CH2:18][CH2:19][CH2:20][CH2:21][C:22]#[N:23])[cH:14][cH:15]2)[cH:6][cH:7]1. Starting materials: FC1=C(C=CC(=C1)F)[C@]([C@@H](C)N1C(N(C=C1)C1=CC=C(C=C1)OCC(C(F)F)(F)F)=O)(C[Si](C)(C)OC(C)C)O (1-[(1R,2S)-2-(2,4-Difluorophenyl)-2-hydroxy-3-(isopropoxydimethylsilyl)-1-methylpropyl]-3-[4-(2,2,3,3-tetrafluoropropoxy)phenyl]-2(1H,3H)-imidazolone), C(O)([O-])=O.[Na+] (sodium hydrogencarbonate). Product: FC1=C(C=CC(=C1)F)[C@]([C@@H](C)N1C(N(C=C1)C1=CC=C(C=C1)OCC(C(F)F)(F)F)=O)(CO)O (1-[(1R,2S)-2-(2,4-difluorophenyl)-2,3-dihydroxy-1-methylpropyl]-3-[4-(2,2,3,3-tetrafluoropropoxy)phenyl]-2(1H,3H)-imidazolone). Isolated yield 88.3%. Procedure: 1-[(1R,2S)-2-(2,4-Difluorophenyl)-2-hydroxy-3-(isopropoxydimethylsilyl)-1-methylpropyl]-3-[4-(2,2,3,3-tetrafluoropropoxy)phenyl]-2(1H,3H)-imidazolone (1.8 g) was dissolved in a mixture of methanol and tetrahydrofuran (1:1, 20 ml), to which 3.21 ml of 30% aqueous hydrogen peroxide and 0.262 g of sodium hydrogencarbonate were added. The mixture was heated at 70° to 80° C. for 90 minutes, cooled and extracted with 100 ml of ethyl acetate. The extract was washed with 50 ml of water, an aqueous solut... Solvent: CO (methanol), O1CCCC1 (tetrahydrofuran), OO (hydrogen peroxide). Reaction SMILES: [F:1][C:2]1[CH:7]=[C:6]([F:8])[CH:5]=[CH:4][C:3]=1[C@@:9]([OH:40])([CH2:32][Si](OC(C)C)(C)C)[C@H:10]([N:12]1[CH:16]=[CH:15][N:14]([C:17]2[CH:22]=[CH:21][C:20]([O:23][CH2:24][C:25]([F:30])([F:29])[CH:26]([F:28])[F:27])=[CH:19][CH:18]=2)[C:13]1=[O:31])[CH3:11].C(=O)([O-])[OH:42].[Na+]>CO.O1CCCC1.OO>[F:1][C:2]1[CH:7]=[C:6]([F:8])[CH:5]=[CH:4][C:3]=1[C@@:9]([OH:40])([CH2:32][OH:42])[C@H:10]([N:12]1[CH:16]=[CH:15][N:14]([C:17]2[CH:18]=[CH:19][C:20]([O:23][CH2:24][C:25]([F:29])([F:30])[CH:26]([F:28])[F:27])=[CH:21][CH:22]=2)[C:13]1=[O:31])[CH3:11] |f:1.2|. Starting materials: ClC=1SC2=C(N1)C=CC(=C2)OC (2-chloro-6-methoxybenzothiazole), NC1=CC=C(C(=O)OC)C=C1 (methyl 4-aminobenzoate), [H-].[Na+] (NaH), C(=O)([O-])[O-].[K+].[K+] (K2CO3). Run in CN(C)C=O (DMF). Reaction conditions: temperature 120 celsius, time 24 hour. Yields the product COC(C1=CC=C(C=C1)NC=1SC2=C(N1)C=CC(=C2)OC)=O (4-(6-Methoxy-benzothiazol-2-ylamino)-benzoic acid methyl ester). The yield is 9.5%. RXN SMILES: Cl[C:2]1[S:3][C:4]2[CH:10]=[C:9]([O:11][CH3:12])[CH:8]=[CH:7][C:5]=2[N:6]=1.[NH2:13][C:14]1[CH:23]=[CH:22][C:17]([C:18]([O:20][CH3:21])=[O:19])=[CH:16][CH:15]=1.C([O-])([O-])=O.[K+].[K+].[H-].[Na+]>CN(C=O)C>[CH3:21][O:20][C:18](=[O:19])[C:17]1[CH:22]=[CH:23][C:14]([NH:13][C:2]2[S:3][C:4]3[CH:10]=[C:9]([O:11][CH3:12])[CH:8]=[CH:7][C:5]=3[N:6]=2)=[CH:15][CH:16]=1 |f:2.3.4,5.6|. Reported procedure: To a solution of 2-chloro-6-methoxybenzothiazole (1.00 g, 5.03 mmol) in DMF (10 mL) was added methyl 4-aminobenzoate (760 mg, 5.03 mmol) followed by addition of powdered K2CO3 (1.81 g, 15.09 mmol). The mixture was stirred at 90° C. for 16 h and at 120° C. for 24 h and then at 140° C. for 3 days. It was allowed to cool down to rt and NaH (60% in mineral oil, 201 mg, 5.03 mmol) was added. The mixture was stirred at rt for 16 h and quenched with H2O. The solvent was removed in vacuo at 80° C. and t... Reactants: C(=O)(C(F)(F)F)O (TFA), CCN=C=NCCCN(C)C.Cl (EDC.HCl), ClC=1C2=C(N=CN1)N(C=C2)[C@@H]2C[C@@H]([C@@H]1[C@H]2OC(O1)(C)C)CO ([(3aR,4R,6R,6aS)-6-{4-chloro-7H-pyrrolo[2,3-d]pyrimidin-7-yl}-2,2-dimethylhexahydrocyclopenta[d][1,3]dioxol-4-yl]methanol), N1=CC=CC=C1 (Pyridine), CCN=C=NCCCN(C)C.Cl (EDC.HCl). The solvent is CCOC(=O)C (EtOAc), CS(=O)C (DMSO). Conditions: time 30 minute. The product is ClC=1C2=C(N=CN1)N(C=C2)[C@@H]2C[C@@H]([C@@H]1[C@H]2OC(O1)(C)C)C=O ((3aR,4S,6R,6aS)-6-{4-chloro-7H-pyrrolo[2,3-d]pyrimidin-7-yl}-2,2-dimethyl-hexahydrocyclopenta[d][1,3]dioxole-4-carbaldehyde). RXN SMILES: CCN=C=NCCCN(C)C.Cl.[Cl:13][C:14]1[C:15]2[CH:22]=[CH:21][N:20]([C@H:23]3[C@@H:27]4[O:28][C:29]([CH3:32])([CH3:31])[O:30][C@@H:26]4[C@@H:25]([CH2:33][OH:34])[CH2:24]3)[C:16]=2[N:17]=[CH:18][N:19]=1.N1C=CC=CC=1.C(O)(C(F)(F)F)=O>CS(C)=O.CCOC(C)=O>[Cl:13][C:14]1[C:15]2[CH:22]=[CH:21][N:20]([C@H:23]3[C@@H:27]4[O:28][C:29]([CH3:31])([CH3:32])[O:30][C@@H:26]4[C@@H:25]([CH:33]=[O:34])[CH2:24]3)[C:16]=2[N:17]=[CH:18][N:19]=1 |f:0.1|. Procedure: EDC.HCl (1.17 g, 6.11 mmol) was added to a solution of [(3aR,4R,6R,6aS)-6-{4-chloro-7H-pyrrolo[2,3-d]pyrimidin-7-yl}-2,2-dimethylhexahydrocyclopenta[d][1,3]dioxol-4-yl]methanol (0.66 g, 2.04 mmol) in anhydrous DMSO (11 ml) and stirred at RT. Pyridine (0.33 ml, 4.08 mmol) followed by TFA (0.15 ml, 2.04 mmol) were added to the reaction mixture and stirred at RT (the reaction mixture becomes a slightly yellow solution). The reaction monitored by LCMS. The reaction mixture becomes dark brown after 3... Starting materials: amino acids, Cl (HCl), N[C@H]([C@H](O)C)C(=O)O (D-allo-Thr), C(=O)(O)[O-].[Na+] (NaHCO3), C(=O)(OCC1C2=CC=CC=C2C2=CC=CC=C12)ON1C(=O)CCC1=O (Fmoc-OSu). Solvent: O (H2O), O (H2O), O1CCOCC1 (dioxane). Reaction conditions: time 8 hour. Product: N([C@H]([C@H](O)C)C(=O)O)C(=O)OCC1C2=CC=CC=C2C2=CC=CC=C12 (Fmoc-D-allo-Thr). Isolated yield 79.7%. As a reaction SMILES: [NH2:1][C@@H:2]([C:6]([OH:8])=[O:7])[C@@H:3]([CH3:5])[OH:4].C([O-])(O)=O.[Na+].[C:14](ON1C(=O)CCC1=O)([O:16][CH2:17][CH:18]1[C:30]2[C:25](=[CH:26][CH:27]=[CH:28][CH:29]=2)[C:24]2[C:19]1=[CH:20][CH:21]=[CH:22][CH:23]=2)=[O:15].Cl>O.O1CCOCC1>[NH:1]([C:14]([O:16][CH2:17][CH:18]1[C:19]2[C:24](=[CH:23][CH:22]=[CH:21][CH:20]=2)[C:25]2[C:30]1=[CH:29][CH:28]=[CH:27][CH:26]=2)=[O:15])[C@@H:2]([C:6]([OH:8])=[O:7])[C@@H:3]([CH3:5])[OH:4] |f:1.2|. Procedure: All Fmoc amino acids were synthesized from the corresponding free amino acids by the following general procedure: To a solution of D-allo-Thr (25) (1.62 g, 13.6 mmol) and NaHCO3 (3.4 g, 41 mmol) in H2O (60 mL) was added a solution of Fmoc-OSu (4.58 g 13.6 mmol) in dioxane (60 mL) and the turbid reaction mixture stirred at RT overnight. The mixture was then diluted with H2O, acidified to pH≤4 by addition of 37% HCl and extracted with ethyl acetate (3×100 mL). The combined ethyl acetate extracts w...